This data is from the Open Reaction Database (ORD), a public repository of structured organic reaction records. The task is: describe an organic reaction: reactants, conditions, products, and yield Reactants: CCOc1nc2c(C)cc(-c3cn4ccccc4n3)cc2n1Cc1ccc(-c2ccccc2-c2nnn(C(c3ccccc3)(c3ccccc3)c3ccccc3)n2)cc1, CCO, [Na+], [OH-]. Product: CCOc1nc2c(C)cc(-c3cn4ccccc4n3)cc2n1Cc1ccc(-c2ccccc2-c2nnn[nH]2)cc1. Reaction SMILES: [CH2:1]([CH3:2])[O:3][c:4]1[n:5][c:6]2[c:7]([n:8]1[CH2:9][c:10]1[cH:11][cH:12][c:13](-[c:16]3[c:17](-[c:22]4[n:23][n:24][n:25]([C:27]([c:28]5[cH:29][cH:30][cH:31][cH:32][cH:33]5)([c:34]5[cH:35][cH:36][cH:37][cH:38][cH:39]5)[c:40]5[cH:41][cH:42][cH:43][cH:44][cH:45]5)[n:26]4)[cH:18][cH:19][cH:20][cH:21]3)[cH:14][cH:15]1)[cH:46][c:47](-[c:51]1[n:52][c:53]3[n:54]([cH:55][cH:56][cH:57][cH:58]3)[cH:59]1)[cH:48][c:49]2[CH3:50].[CH3:62][CH2:63][OH:64].[Na+:61].[OH-:60]>>[CH2:1]([CH3:2])[O:3][c:4]1[n:5][c:6]2[c:7]([n:8]1[CH2:9][c:10]1[cH:11][cH:12][c:13](-[c:16]3[c:17](-[c:22]4[nH:23][n:24][n:25][n:26]4)[cH:18][cH:19][cH:20][cH:21]3)[cH:14][cH:15]1)[cH:46][c:47](-[c:51]1[n:52][c:53]3[n:54]([cH:55][cH:56][cH:57][cH:58]3)[cH:59]1)[cH:48][c:49]2[CH3:50]. As a reaction SMILES: CC([PH+](C(C)(C)C)CCCS([O-])(=O)=O)(C)C.[Cl:17][C:18]1[CH:19]=[C:20](B(O)O)[CH:21]=[N:22][CH:23]=1.Br[C:28]1[CH:29]=[CH:30][C:31]2[O:42][C:41]3([CH2:47][CH2:46][CH:45]([O:48][CH3:49])[CH2:44][CH2:43]3)[C:34]3([N:38]=[C:37]([NH2:39])[C:36]([CH3:40])=[N:35]3)[C:32]=2[CH:33]=1.CC1CCCO1.C([O-])([O-])=O.[K+].[K+]>C(Cl)Cl.[Na+].[Na+].Cl[Pd+2](Cl)(Cl)Cl.CCOC(C)=O.O>[Cl:17][C:18]1[CH:19]=[C:20]([C:28]2[CH:29]=[CH:30][C:31]3[O:42][C:41]4([CH2:43][CH2:44][CH:45]([O:48][CH3:49])[CH2:46][CH2:47]4)[C:34]4([N:38]=[C:37]([NH2:39])[C:36]([CH3:40])=[N:35]4)[C:32]=3[CH:33]=2)[CH:21]=[N:22][CH:23]=1 |f:4.5.6,8.9.10|. Run at temperature 90 celsius. The yield is 54.8%. Yields the product ClC=1C=C(C=NC1)C=1C=CC2=C(C1)C1(N=C(C(=N1)N)C)C1(O2)CCC(CC1)OC (5′-(5-Chloropyridin-3-yl)-4-methoxy-5″-methyldispiro[cyclohexane-1,2′-[1]benzofuran-3′,2″-imidazol]-4″-amine). Procedure: Sodium tetrachloropalladate (II) (2.294 mg, 7.80 μmol), 3-(di-tert-butylphosphonium)propane sulfonate (4.19 mg, 0.02 mmol), 5-chloropyridin-3-ylboronic acid (25.8 mg, 0.16 mmol) and 5′-bromo-4-methoxy-5″-methyldispiro[cyclohexane-1,2′-[1]benzofuran-3′,2″-imidazol]-4″-amine (Example 29, 59 mg, 0.16 mmol), was added to a vial. 2-Methyl-tetrahydrofuran (1 mL) and 2 M aq. K2CO3 (0.234 mL, 0.47 mmol) was added and the mixture was degassed by bubbling nitrogen gas through the solution. The vial was se... Reactants: CC(C)(C)[PH+](CCCS(=O)(=O)[O-])C(C)(C)C (3-(di-tert-butylphosphonium)propane sulfonate), ClC=1C=C(C=NC1)B(O)O (5-chloropyridin-3-ylboronic acid), BrC=1C=CC2=C(C1)C1(N=C(C(=N1)N)C)C1(O2)CCC(CC1)OC (5′-Bromo-4-methoxy-5″-methyldispiro[cyclohexane-1,2′-[1]benzofuran-3′,2″-imidazol]-4″-amine), CC1OCCC1 (2-Methyl-tetrahydrofuran), C(=O)([O-])[O-].[K+].[K+] (K2CO3), crude mixture, BrC=1C=CC2=C(C1)C1(N=C(C(=N1)N)C)C1(O2)CCC(CC1)OC (5′-bromo-4-methoxy-5″-methyldispiro[cyclohexane-1,2′-[1]benzofuran-3′,2″-imidazol]-4″-amine). Run in C(Cl)Cl (DCM), CCOC(=O)C (EtOAc), O (Water). Reagents/catalysts: [Na+].[Na+].Cl[Pd+2](Cl)(Cl)Cl (Sodium tetrachloropalladate). The reagents and catalysts are [Pd] (palladium on carbon). Product: C(C)(=O)O[C@@H](CCCCN1C(=O)N(C=2N=CNC2C1=O)C)C ((R)-1-(5-acetoxyhexyl)-3-methylxanthine). The yield is 95.5%. RXN SMILES: [C:1]([O:4][C@H:5]([CH3:29])[CH2:6][CH2:7][CH2:8][CH2:9][N:10]1[C:19](=[O:20])[C:18]2[N:17](CC3C=CC=CC=3)[CH:16]=[N:15][C:14]=2[N:13]([CH3:28])[C:11]1=[O:12])(=[O:3])[CH3:2].[H][H]>[Pd].C(O)(=O)C>[C:1]([O:4][C@H:5]([CH3:29])[CH2:6][CH2:7][CH2:8][CH2:9][N:10]1[C:19](=[O:20])[C:18]2[NH:17][CH:16]=[N:15][C:14]=2[N:13]([CH3:28])[C:11]1=[O:12])(=[O:3])[CH3:2]. Starting materials: C(C)(=O)O[C@@H](CCCCN1C(=O)N(C=2N=CN(C2C1=O)CC1=CC=CC=C1)C)C ((R)-1-(5-acetoxyhexyl)-7-benzyl-3-methylxanthine), [H][H] (hydrogen). Reported procedure: A mixture of (R)-1-(5-acetoxyhexyl)-7-benzyl-3-methylxanthine (13.0 g, 32.6 mmol) and 10% palladium on carbon (50% water, 3.6 g) in glacial acetic acid (160 ml) was treated with hydrogen gas (50 psi) on a Parr shaker for 16 hours. After filtering through a pad of celite, the filtrate was concentrated under reduced pressure to provide (R)-1-(5-acetoxyhexyl)-3-methylxanthine (9.6 g, 96% yield) as a white colored solid. Solvent: C(C)(=O)O (acetic acid).